From a dataset of the Open Reaction Database (ORD), a public repository of structured organic reaction records. describe an organic reaction: reactants, conditions, products, and yield Yields the product FCC(OC=1C=C(C#N)C=CC1[N+](=O)[O-])CF (3-(2-Fluoro-1-fluoromethyl-ethoxy)-4-nitro-benzonitrile). Reported procedure: 1,3-Difluoro-propan-2-ol (4.2 g) was dissolved under argon in THF (250 ml) and cooled to 0° C. LiHMDS (28 ml) was added to the mixture and stirred at rt for 1 hour. Then the mixture was cooled to 0° C. and 3-fluoro-4-nitrobenzonitrile (1.95 ml) was added in portions and stirred for 2 hours. The mixture was poured in water and extracted with DCM. The organic layer was washed with water, dried and concentrated. Reactants: [Li+].C[Si](C)(C)[N-][Si](C)(C)C (LiHMDS), FCC(CF)O (1,3-Difluoro-propan-2-ol), FC=1C=C(C#N)C=CC1[N+](=O)[O-] (3-fluoro-4-nitrobenzonitrile). Run at temperature 0 celsius, time 1 hour. RXN SMILES: [F:1][CH2:2][CH:3]([OH:6])[CH2:4][F:5].[Li+].C[Si]([N-][Si](C)(C)C)(C)C.F[C:18]1[CH:19]=[C:20]([CH:23]=[CH:24][C:25]=1[N+:26]([O-:28])=[O:27])[C:21]#[N:22]>C1COCC1.O>[F:1][CH2:2][CH:3]([CH2:4][F:5])[O:6][C:24]1[CH:23]=[C:20]([CH:19]=[CH:18][C:25]=1[N+:26]([O-:28])=[O:27])[C:21]#[N:22] |f:1.2|. Run in O (water), C1CCOC1 (THF). Starting materials: COc1ccc(CCNCC(O)CO)cc1OC, O=Cc1ccccc1, O, O=C(O)c1ccccc1. Product: COc1ccc(CCN2CC(CO)OC2c2ccccc2)cc1OC. Reaction SMILES: [CH3:1][O:2][c:3]1[cH:4][c:5]([CH2:11][CH2:12][NH:13][CH2:14][CH:15]([CH2:16][OH:17])[OH:18])[cH:6][cH:7][c:8]1[O:9][CH3:10].[CH:28]([c:29]1[cH:30][cH:31][cH:32][cH:33][cH:34]1)=[O:35].[OH2:36].[OH:19][C:20](=[O:21])[c:22]1[cH:23][cH:24][cH:25][cH:26][cH:27]1>>[CH3:1][O:2][c:3]1[cH:4][c:5]([CH2:11][CH2:12][N:13]2[CH2:14][CH:15]([CH2:16][OH:17])[O:18][CH:20]2[c:22]2[cH:23][cH:24][cH:25][cH:26][cH:27]2)[cH:6][cH:7][c:8]1[O:9][CH3:10]. Starting materials: [Al+3], C1CCOC1, CCOc1ccc(Cc2cc3cc(NC(=O)OC)cnc3n2CC2CCOCC2)cc1, [H-], [H-], [H-], [H-], [Li+]. Product: CCOc1ccc(Cc2cc3cc(NC)cnc3n2CC2CCOCC2)cc1. RXN SMILES: [Al+3:33].[CH2:38]1[O:39][CH2:40][CH2:41][CH2:42]1.[CH3:1][O:2][C:3]([NH:4][c:5]1[cH:6][c:7]2[c:8]([n:9][cH:10]1)[n:11]([CH2:24][CH:25]1[CH2:26][CH2:27][O:28][CH2:29][CH2:30]1)[c:12]([CH2:14][c:15]1[cH:16][cH:17][c:18]([O:21][CH2:22][CH3:23])[cH:19][cH:20]1)[cH:13]2)=[O:31].[H-:32].[H-:35].[H-:36].[H-:37].[Li+:34]>>[CH3:3][NH:4][c:5]1[cH:6][c:7]2[c:8]([n:9][cH:10]1)[n:11]([CH2:24][CH:25]1[CH2:26][CH2:27][O:28][CH2:29][CH2:30]1)[c:12]([CH2:14][c:15]1[cH:16][cH:17][c:18]([O:21][CH2:22][CH3:23])[cH:19][cH:20]1)[cH:13]2. Reactants: BrC1=C(C=C(C(=C1)OC)OC(C)C)CCI (1-Bromo-2-(2-iodoethyl)-4-(1-methylethoxy)-5-methoxybenzene), C([O-])([O-])=O.[K+].[K+] (potassium carbonate), COC(CC(=O)OC)=O (malonic acid dimethyl ester). The solvent is CN(C)C=O (DMF). Product: COC(C(C(=O)OC)CCC1=C(C=C(C(=C1)OC(C)C)OC)Br)=O (2-[2-[2-Bromo-4-methoxy-5-(1-methylethoxy)phenyl]ethyl]-propanedioic acid dimethyl ester). RXN SMILES: [Br:1][C:2]1[CH:7]=[C:6]([O:8][CH3:9])[C:5]([O:10][CH:11]([CH3:13])[CH3:12])=[CH:4][C:3]=1[CH2:14][CH2:15]I.C(=O)([O-])[O-].[K+].[K+].[CH3:23][O:24][C:25](=[O:31])[CH2:26][C:27]([O:29][CH3:30])=[O:28]>CN(C=O)C>[CH3:23][O:24][C:25](=[O:31])[CH:26]([CH2:15][CH2:14][C:3]1[CH:4]=[C:5]([O:10][CH:11]([CH3:13])[CH3:12])[C:6]([O:8][CH3:9])=[CH:7][C:2]=1[Br:1])[C:27]([O:29][CH3:30])=[O:28] |f:1.2.3|. Reported procedure: 1-Bromo-2-(2-iodoethyl)-4-(1-methylethoxy)-5-methoxybenzene (18.0 g, 45.1 mmol), potassium carbonate (32.0 g, 321 mmol, anhydrous, freshly ground) and malonic acid dimethyl ester (50.0 g, 378 mmol) are stirred in absolute DMF (200 ml) for 12 hours at 80° C. Starting materials: FC1=CC=C(CN2C(C3=C(C(N(C(=C3CC2)C(=O)N(C)C)C(C)C)=O)O)=O)C=C1 (6-(4-Fluorobenzyl)-4-hydroxy-N,N-dimethyl-2-isopropyl-3,5-dioxo-2,3,5,6,7,8-hexahydro-2,6-naphthyridine-1-carboxamide), NC=1C(N(C(=C2CCN(C(C12)=O)CC1=CC(=C(C=C1)F)Cl)C(=O)N(C)C)CC(C)C)=O (4-Amino-6-(3-chloro-4-fluorobenzyl)-2-isobutyl-N,N-dimethyl-3,5-dioxo-2,3,5,6,7,8-hexahydro-2,6-naphthyridine-1-carboxamide). Yields the product FC1=CC=C(CN2C(C3=C(C(N(C(=C3CC2)C(=O)N(C)C)CC(C)C)=O)O)=O)C=C1 (6-(4-Fluorobenzyl)-4-hydroxy-N,N-dimethyl-2-isobutyl-3,5-dioxo-2,3,5,6,7,8-hexahydro-2,6-naphthyridine-1-carboxamide). Procedure details: The title compound was prepared in a manner similar to that described for 6-(4-fluorobenzyl)-4-hydroxy-N,N-dimethyl-2-isopropyl-3,5-dioxo-2,3,5,6,7,8-hexahydro-2,6-naphthyridine-1-carboxamide (Example 69), using 6-(3-chloro-4-fluorobenzyl)-4-hydroxy-N,N-dimethyl-2-isobutyl-3,5-dioxo-2,3,5,6,7,8-hexahydro-2,6-naphthyridine-1-carboxamide (Example 14). (ES MS M+1=416) RXN SMILES: FC1C=CC(CN2CCC3C(=C(O)C(=O)N(C(C)C)C=3C(N(C)C)=[O:18])C2=O)=CC=1.N[C:31]1[C:32](=[O:60])[N:33]([CH2:56][CH:57]([CH3:59])[CH3:58])[C:34]([C:51]([N:53]([CH3:55])[CH3:54])=[O:52])=[C:35]2[C:40]=1[C:39](=[O:41])[N:38]([CH2:42][C:43]1[CH:48]=[CH:47][C:46]([F:49])=[C:45](Cl)[CH:44]=1)[CH2:37][CH2:36]2>>[F:49][C:46]1[CH:47]=[CH:48][C:43]([CH2:42][N:38]2[CH2:37][CH2:36][C:35]3[C:40](=[C:31]([OH:18])[C:32](=[O:60])[N:33]([CH2:56][CH:57]([CH3:59])[CH3:58])[C:34]=3[C:51]([N:53]([CH3:54])[CH3:55])=[O:52])[C:39]2=[O:41])=[CH:44][CH:45]=1. The product is NC1=CC2=C(N(C=N2)C2=CC=CC=C2)C=C1 (5-amino-1-phenylbenzimidazole). Isolated yield 181.6%. As a reaction SMILES: ClC1C2C(=CC=CC=2)C(C)=NN=1.[NH2:13][C:14]1[CH:34]=[CH:33][C:17]2[N:18]([C:21]3[CH:26]=[CH:25][C:24](C4C=CC=CC=4)=[CH:23][CH:22]=3)[CH:19]=[N:20][C:16]=2[CH:15]=1>CC(O)C>[NH2:13][C:14]1[CH:34]=[CH:33][C:17]2[N:18]([C:21]3[CH:26]=[CH:25][CH:24]=[CH:23][CH:22]=3)[CH:19]=[N:20][C:16]=2[CH:15]=1. Reactants: ClC1=NN=C(C2=CC=CC=C12)C (1-chloro-4-methylphthalazine), NC1=CC2=C(N(C=N2)C2=CC=C(C=C2)C2=CC=CC=C2)C=C1 (5-Amino-1-(biphen-4-yl)benzimidazole). Solvent: CC(C)O (i-PrOH). Procedure: A solution of 1-chloro-4-methylphthalazine (25 mg, 0.14 mmol) and 5-amino-1-(biphen-4-yl)benzimidazole (3) (28.5 mg, 0.10 mmol) in i-PrOH (2 mL) is stirred at 95° C. under argon for 2.5 h, cooled to room temperature, and concentrated at reduced pressure. The residue is diluted with sat. NaHCO3 (15 mL) and extracted with CHCl3 (60 mL). The extract is washed (brine) and dried. After solvent removal at reduced pressure, the residue is purified on silica gel (3.2% to 4.8% methanol/ethyl acetate) to ... The reactants are C=COc1ccc(Br)cc1, CC[Zn]CC, [Cl-], ClCI, CC(Cl)Cl, [NH4+]. The product is Brc1ccc(OC2CC2)cc1. RXN SMILES: [Br:1][c:2]1[cH:3][cH:4][c:5]([O:8][CH:9]=[CH2:10])[cH:6][cH:7]1.[CH3:18][CH2:19][Zn:20][CH2:21][CH3:22].[Cl-:23].[Cl:11][CH2:12][I:13].[Cl:14][CH:15]([Cl:16])[CH3:17].[NH4+:24]>>[Br:1][c:2]1[cH:3][cH:4][c:5]([O:8][CH:9]2[CH2:10][CH2:12]2)[cH:6][cH:7]1. Starting materials: N1=C(C=CC2=CC=CC=C12)/C=C/C(=O)O ((E)-3-(2-quinolinyl)-2-propenoic acid), CO (methanol). Reagents/catalysts: [Pd] (palladium on activated carbon). Conditions: time 2 hour. The product is N1=C(C=CC2=CC=CC=C12)CCC(=O)OC (Methyl 3-(2-quinolinyl)propanoate). The yield is 43.0%. As a reaction SMILES: [N:1]1[C:10]2[C:5](=[CH:6][CH:7]=[CH:8][CH:9]=2)[CH:4]=[CH:3][C:2]=1/[CH:11]=[CH:12]/[C:13]([OH:15])=[O:14].[CH3:16]O>[Pd]>[N:1]1[C:10]2[C:5](=[CH:6][CH:7]=[CH:8][CH:9]=2)[CH:4]=[CH:3][C:2]=1[CH2:11][CH2:12][C:13]([O:15][CH3:16])=[O:14]. Reported procedure: To a solution of methyl (E)-3-(2-quinolinyl)-2-propenoate (2) (0.26 g 1.22 mmol) in methanol (5 ml), 5% palladium on activated carbon (0.05 g) was added and the resulting suspension was hydrogenated by vigorous stirring for 2 hours at room temperature. The reaction mixture was filtered through a short column of silica gel (ca. 2 g), the column was washed with methanol (3 ml), and the filtrate was evaporated in vacuo. The residue (0.270 g) was chromatographed on silica gel (10 g) with chloroform-... Starting materials: CI (methyl iodide), 3-benzyl-4-hydroxy-biphenyl polyglycol ether, C(C)(CC)C1C(N(C(NN1)=S)C)=O (6-sec.-butyl-4-methyl-5-oxo-3-thioxo-tetrahydro-1,2,4(2H,4H)-triazine), [OH-].[Na+] (NaOH), crude product. The solvent is O (water). Product: C(C)(CC)C=1C(N(C(=NN1)SC)C)=O (6-sec.-Butyl-4-methyl-3-methylthio-1,2,4-triazin-5(4H)-one). Reaction SMILES: [CH:1]([CH:5]1[NH:10][NH:9][C:8](=[S:11])[N:7]([CH3:12])[C:6]1=[O:13])([CH2:3][CH3:4])[CH3:2].[OH-].[Na+].[CH3:16]I>O>[CH:1]([C:5]1[C:6](=[O:13])[N:7]([CH3:12])[C:8]([S:11][CH3:16])=[N:9][N:10]=1)([CH2:3][CH3:4])[CH3:2] |f:1.2|. Procedure details: 1 ml of 3-benzyl-4-hydroxy-biphenyl polyglycol ether, as an emulsifier, and 995 g (5 mol) of 6-sec.-butyl-4-methyl-5-oxo-3-thioxo-tetrahydro-1,2,4(2H,4H)-triazine (IX) were added to a solution of 202 g of NaOH in 5 liters of water. 724 g (5.1 mol) of methyl iodide were added dropwise and the mixture was subsequently stirred until the slightly exothermic reaction had ended and the pH value had reached 7-8. After filtering off the product, washing it with water and drying it at 30° C. in vacuo, 90... Reactants: O=C1NCCCCC1(Br)Br, C1CCOC1, [H-], CC(C)(C)OC(=O)CI, [Na+]. The product is CC(C)(C)OC(=O)CN1CCCCC(Br)(Br)C1=O. As a reaction SMILES: [Br:3][C:4]1([Br:12])[C:5](=[O:11])[NH:6][CH2:7][CH2:8][CH2:9][CH2:10]1.[CH2:22]1[O:23][CH2:24][CH2:25][CH2:26]1.[H-:1].[I:13][CH2:14][C:15](=[O:16])[O:17][C:18]([CH3:19])([CH3:20])[CH3:21].[Na+:2]>>[Br:3][C:4]1([Br:12])[C:5](=[O:11])[N:6]([CH2:14][C:15](=[O:16])[O:17][C:18]([CH3:19])([CH3:20])[CH3:21])[CH2:7][CH2:8][CH2:9][CH2:10]1.